From a dataset of the Open Reaction Database (ORD), a public repository of structured organic reaction records. describe an organic reaction: reactants, conditions, products, and yield The reactants are C(#N)C1=CC=C(C=C1)O (4-Cyanophenol), C(C)(=O)OCC (ethyl acetate), ClC(C(=O)OC)(F)F (methyl chlorodifluoroacetate), C([O-])([O-])=O.[K+].[K+] (potassium carbonate). Run in CN(C)C=O (DMF). Conditions: time 0.3 hour. Yields the product FC(OC1=CC=C(C#N)C=C1)F (4-difluoromethoxybenzonitrile). The yield is 53.2%. Reaction SMILES: [C:1]([C:3]1[CH:8]=[CH:7][C:6]([OH:9])=[CH:5][CH:4]=1)#[N:2].Cl[C:11]([F:17])([F:16])C(OC)=O.C(=O)([O-])[O-].[K+].[K+].C(OCC)(=O)C>CN(C=O)C>[F:16][CH:11]([F:17])[O:9][C:6]1[CH:7]=[CH:8][C:3]([C:1]#[N:2])=[CH:4][CH:5]=1 |f:2.3.4|. Procedure: 4-Cyanophenol (0.12 G, 1.0 mmol, Aldrich), methyl chlorodifluoroacetate (0.29 g, 2.0 mmol, Aldrich) and potassium carbonate (0.29 g, 2.1 mmol) were combined in dry DMF (0.5 mL) under an argon atmosphere. After stirring at 75°-80° C. for 0.3 h, the mixture was cooled to RT, ethyl acetate (20 mL) was added and the organic layer was washed twice with 10% NaOH. The organic extract was dried (MgSO4), filtered and evaporated. The residue was purified by flash chromatography (silica gel, 20% ether/hexa... The reactants are [N+](=O)([O-])C1=C2C=CN=CC2=CC=C1 (5-Nitroisoquinoline), CI (methyl iodide), [BH4-].[Na+] (sodium borohydride). Yields the product CN1CC2=CC=CC(=C2CC1)[N+](=O)[O-] (2-Methyl-5-nitro-1,2,3,4-tetrahydroisoquinoline). Reaction SMILES: [N+:1]([C:4]1[CH:13]=[CH:12][CH:11]=[C:10]2[C:5]=1[CH:6]=[CH:7][N:8]=[CH:9]2)([O-:3])=[O:2].[CH3:14]I.[BH4-].[Na+]>>[CH3:14][N:8]1[CH2:7][CH2:6][C:5]2[C:10](=[CH:11][CH:12]=[CH:13][C:4]=2[N+:1]([O-:3])=[O:2])[CH2:9]1 |f:2.3|. Procedure details: 5-Nitroisoquinoline was quaternized with methyl iodide and then reduced using sodium borohydride according to the procedures of Preparations 1 and 2 to give the title compound.